From a dataset of the Open Reaction Database (ORD), a public repository of structured organic reaction records. describe an organic reaction: reactants, conditions, products, and yield Starting materials: CCO, CCOC(=O)c1c(=O)c2cc(F)c(Cl)cc2n2c(CN(C)C)csc12, [Na+], [OH-]. Product: CN(C)Cc1csc2c(C(=O)O)c(=O)c3cc(F)c(Cl)cc3n12. RXN SMILES: [CH3:28][CH2:29][OH:30].[Cl:1][c:2]1[c:3]([F:25])[cH:4][c:5]2[c:6](=[O:24])[c:7]([C:19](=[O:20])[O:21][CH2:22][CH3:23])[c:8]3[n:9]([c:10]2[cH:11]1)[c:12]([CH2:15][N:16]([CH3:17])[CH3:18])[cH:13][s:14]3.[Na+:27].[OH-:26]>>[Cl:1][c:2]1[c:3]([F:25])[cH:4][c:5]2[c:6](=[O:24])[c:7]([C:19](=[O:20])[OH:21])[c:8]3[n:9]([c:10]2[cH:11]1)[c:12]([CH2:15][N:16]([CH3:17])[CH3:18])[cH:13][s:14]3. Reactants: C(C)(=O)N(CC1=CC=CC=C1)[C@@H]1CC[C@H](CC1)C1=C(C=C(C=C1)CCCO)CNC (trans-N-acetyl-N-benzyl-4-[4-(3-hydroxypropyl)-methylaminomethylphenyl]cyclohexylamine), C(C)(=O)Cl (acetylchloride), ethyl acetate petroleum ether. Yields the product C(C)(=O)OCCCC1=CC(=C(C=C1)[C@@H]1CC[C@H](CC1)N(CC1=CC=CC=C1)C(C)=O)CNC (trans-4-[4-(3-acetoxypropyl)methylaminomethylphenyl]-N-acetyl-N-benzylcyclohexylamine). RXN SMILES: [C:1]([N:4]([C@H:12]1[CH2:17][CH2:16][C@H:15]([C:18]2[CH:23]=[CH:22][C:21]([CH2:24][CH2:25][CH2:26][OH:27])=[CH:20][C:19]=2[CH2:28][NH:29][CH3:30])[CH2:14][CH2:13]1)[CH2:5][C:6]1[CH:11]=[CH:10][CH:9]=[CH:8][CH:7]=1)(=[O:3])[CH3:2].[C:31](Cl)(=[O:33])[CH3:32]>>[C:31]([O:27][CH2:26][CH2:25][CH2:24][C:21]1[CH:22]=[CH:23][C:18]([C@H:15]2[CH2:16][CH2:17][C@H:12]([N:4]([C:1](=[O:3])[CH3:2])[CH2:5][C:6]3[CH:7]=[CH:8][CH:9]=[CH:10][CH:11]=3)[CH2:13][CH2:14]2)=[C:19]([CH2:28][NH:29][CH3:30])[CH:20]=1)(=[O:33])[CH3:32]. Procedure: from trans-N-acetyl-N-benzyl-4-[4-(3-hydroxypropyl)-methylaminomethylphenyl]cyclohexylamine and acetylchloride. Oil. Rf value: 0.67 (alumina, ethyl acetate/petroleum ether=1:1, v:v). The reactants are CN1CCC(c2c[nH]c3ccc(Br)cc23)CC1, C=CC(C)O, ClCCl. The product is CC(O)C=Cc1ccc2[nH]cc(C3CCN(C)CC3)c2c1. Reaction SMILES: [Br:1][c:2]1[cH:3][c:4]2[c:5]([CH:11]3[CH2:12][CH2:13][N:14]([CH3:17])[CH2:15][CH2:16]3)[cH:6][nH:7][c:8]2[cH:9][cH:10]1.[CH3:18][CH:19]([CH:20]=[CH2:21])[OH:22].[Cl:23][CH2:24][Cl:25]>>[c:2]1([CH:21]=[CH:20][CH:19]([CH3:18])[OH:22])[cH:3][c:4]2[c:5]([CH:11]3[CH2:12][CH2:13][N:14]([CH3:17])[CH2:15][CH2:16]3)[cH:6][nH:7][c:8]2[cH:9][cH:10]1. The reactants are CC1(CCSC2=CC(=C(C=C12)C#C)C)C (4,4,7-trimethyl-6-ethynylthiochroman), ClC1=NC=C(C(=O)OCC)C=C1 (ethyl 6-chloronicotinate), cuprous iodide. Reagents/catalysts: [Pd](Cl)Cl.C1(=CC=CC=C1)P(C1=CC=CC=C1)C1=CC=CC=C1.C1(=CC=CC=C1)P(C1=CC=CC=C1)C1=CC=CC=C1 (bis(triphenylphosphine) palladium (II) chloride). Solvent: C(C)N(CC)CC (triethylamine). Reaction conditions: temperature 55 celsius. The product is CC1(CCSC2=CC(=C(C=C12)C#CC1=NC=C(C(=O)OCC)C=C1)C)C (Ethyl 6-[2-(4,4,7-trimethylthiochroman-6-yl)ethynyl]nicotinate). RXN SMILES: [CH3:1][C:2]1([CH3:15])[C:11]2[C:6](=[CH:7][C:8]([CH3:14])=[C:9]([C:12]#[CH:13])[CH:10]=2)[S:5][CH2:4][CH2:3]1.Cl[C:17]1[CH:27]=[CH:26][C:20]([C:21]([O:23][CH2:24][CH3:25])=[O:22])=[CH:19][N:18]=1>[Pd](Cl)Cl.C1(P(C2C=CC=CC=2)C2C=CC=CC=2)C=CC=CC=1.C1(P(C2C=CC=CC=2)C2C=CC=CC=2)C=CC=CC=1.C(N(CC)CC)C>[CH3:1][C:2]1([CH3:15])[C:11]2[C:6](=[CH:7][C:8]([CH3:14])=[C:9]([C:12]#[C:13][C:17]3[CH:27]=[CH:26][C:20]([C:21]([O:23][CH2:24][CH3:25])=[O:22])=[CH:19][N:18]=3)[CH:10]=2)[S:5][CH2:4][CH2:3]1 |f:2.3.4|. Reported procedure: A mixture of 86 mg (0.4 mmol) of 4,4,7-trimethyl-6-ethynylthiochroman, 85 mg (0.46 mmol) of ethyl 6-chloronicotinate and 0.8 ml of triethylamine was degassed under nitrogen and then treated with a mixture of 10 mg (0.05 mmol) of cuprous iodide and 20 mg (0.03 mmol) of bis(triphenylphosphine) palladium (II) chloride. The reaction mixture was heated at 55° C. under a nitrogen atmosphere for 18 hours. The mixture was then extracted with 1.5 ml of 40% ethyl acetate in hexanes and purified by flash c...